From a dataset of the Open Reaction Database (ORD), a public repository of structured organic reaction records. describe an organic reaction: reactants, conditions, products, and yield Reactants: BrC=1C(N(C(=CC1OCC1=C(C=C(C=C1)F)F)C)C1=C(C(=O)O)C=CC(=C1)C(=O)NC)=O (2-[3-bromo-4-[(2,4-difluorobenzyl)oxy]-6-methyl-2-oxopyridin-1(2H)-yl]-4-[(methylamino)carbonyl]benzoic acid), Cl.CN(CCCC(C)N=C=N)C (1-(3-dimethylaminopropyl)-ethylcarbodiimide hydrochloride), ON1N=NC2=C1C=CC=C2 (1-hydroxy-benzotriazole), CN (methylamine). Solvent: CN(C)C=O (DMF), C(C)#N.O (acetonitrile water), C(C)(=O)OCC (ethyl acetate). Reaction conditions: time 16 hour. Product: BrC=1C(N(C(=CC1OCC1=C(C=C(C=C1)F)F)C)C1=C(C(=O)NC)C=CC(=C1)C(=O)NC)=O (2-[3-bromo-4-[(2,4-difluorobenzyl)oxy]-6-methyl-2-oxopyridin-1(2H)-yl]-N,N′-dimethylterephthalamide). RXN SMILES: [Br:1][C:2]1[C:3](=[O:32])[N:4]([C:19]2[CH:27]=[C:26]([C:28]([NH:30][CH3:31])=[O:29])[CH:25]=[CH:24][C:20]=2[C:21]([OH:23])=O)[C:5]([CH3:18])=[CH:6][C:7]=1[O:8][CH2:9][C:10]1[CH:15]=[CH:14][C:13]([F:16])=[CH:12][C:11]=1[F:17].Cl.[CH3:34][N:35](C)CCCC(N=C=N)C.ON1C2C=CC=CC=2N=N1.CN>CN(C=O)C.C(OCC)(=O)C.C(#N)C.O>[Br:1][C:2]1[C:3](=[O:32])[N:4]([C:19]2[CH:27]=[C:26]([C:28]([NH:30][CH3:31])=[O:29])[CH:25]=[CH:24][C:20]=2[C:21]([NH:35][CH3:34])=[O:23])[C:5]([CH3:18])=[CH:6][C:7]=1[O:8][CH2:9][C:10]1[CH:15]=[CH:14][C:13]([F:16])=[CH:12][C:11]=1[F:17] |f:1.2,7.8|. Procedure: To a room temperature solution of 2-[3-bromo-4-[(2,4-difluorobenzyl)oxy]-6-methyl-2-oxopyridin-1(2H)-yl]-4-[(methylamino)carbonyl]benzoic acid (500 mg, 0.986 mmol) in DMF (5.0 mL) was added 1-(3-dimethylaminopropyl)-ethylcarbodiimide hydrochloride (EDC-HCl, 350.0 mg, 1.83 mmol) and 1-hydroxy-benzotriazole (HOBT, 100.0 mg, 0.74 mmol) sequentially. To this resulting suspension was then added a solution of methylamine (2.0 M THF, 1.0 mL, 2.0 mmol). The reaction was stirred for 16.0 hours, at which ... Reactants: CC(C)(C)OC(=O)NCCCCCCOc1ccc(CNc2nc(Nc3ccc(C(=O)O)cc3)nc(OCC(F)(F)F)n2)cc1, CCN(C(C)C)C(C)C, F[B-](F)(F)F, COC(=O)C(N)C1CCCN(C(=O)OC(C)(C)C)C1, CN(C)C(On1nnc2ccccc21)=[N+](C)C. Yields the product COC(=O)C(NC(=O)c1ccc(Nc2nc(NCc3ccc(OCCCCCCNC(=O)OC(C)(C)C)cc3)nc(OCC(F)(F)F)n2)cc1)C1CCCN(C(=O)OC(C)(C)C)C1. Reaction SMILES: [C:1]([CH3:2])([CH3:3])([CH3:4])[O:5][C:6](=[O:7])[NH:8][CH2:9][CH2:10][CH2:11][CH2:12][CH2:13][CH2:14][O:15][c:16]1[cH:17][cH:18][c:19]([CH2:20][NH:21][c:22]2[n:23][c:24]([NH:34][c:35]3[cH:36][cH:37][c:38]([C:39](=[O:40])[OH:41])[cH:42][cH:43]3)[n:25][c:26]([O:28][CH2:29][C:30]([F:31])([F:32])[F:33])[n:27]2)[cH:44][cH:45]1.[CH:87]([N:88]([CH2:89][CH3:90])[CH:91]([CH3:92])[CH3:93])([CH3:94])[CH3:95].[F:65][B-:66]([F:67])([F:68])[F:69].[NH2:46][CH:47]([C:48](=[O:49])[O:50][CH3:51])[CH:52]1[CH2:53][N:54]([C:58](=[O:59])[O:60][C:61]([CH3:62])([CH3:63])[CH3:64])[CH2:55][CH2:56][CH2:57]1.[n:70]1([O:71][C:72]([N:73]([CH3:74])[CH3:75])=[N+:76]([CH3:77])[CH3:78])[c:79]2[cH:80][cH:81][cH:82][cH:83][c:84]2[n:85][n:86]1>>[C:1]([CH3:2])([CH3:3])([CH3:4])[O:5][C:6](=[O:7])[NH:8][CH2:9][CH2:10][CH2:11][CH2:12][CH2:13][CH2:14][O:15][c:16]1[cH:17][cH:18][c:19]([CH2:20][NH:21][c:22]2[n:23][c:24]([NH:34][c:35]3[cH:36][cH:37][c:38]([C:39](=[O:40])[NH:46][CH:47]([C:48](=[O:49])[O:50][CH3:51])[CH:52]4[CH2:53][N:54]([C:58](=[O:59])[O:60][C:61]([CH3:62])([CH3:63])[CH3:64])[CH2:55][CH2:56][CH2:57]4)[cH:42][cH:43]3)[n:25][c:26]([O:28][CH2:29][C:30]([F:31])([F:32])[F:33])[n:27]2)[cH:44][cH:45]1. Yields the product COc1cnc(-c2c(C)noc2C)c2[nH]cc(C(=O)C(=O)N3CCN(c4nnnn4-c4ccccn4)CC3)c12. RXN SMILES: [Br:1][c:2]1[n:3][cH:4][c:5]([O:32][CH3:33])[c:6]2[c:7]1[nH:8][cH:9][c:10]2[C:11]([C:12](=[O:13])[N:14]1[CH2:15][CH2:16][N:17]([c:20]2[n:21][n:22][n:23][n:24]2-[c:25]2[n:26][cH:27][cH:28][cH:29][cH:30]2)[CH2:18][CH2:19]1)=[O:31].[C:53](=[O:54])([O-:55])[O-:56].[CH3:34][c:35]1[n:36][o:37][c:38]([CH3:49])[c:39]1[B:40]1[O:41][C:42]([CH3:43])([CH3:44])[C:45]([CH3:46])([CH3:47])[O:48]1.[CH3:66][OH:67].[Cl:50][CH2:51][Cl:52].[Cs+:57].[Cs+:58].[O:59]1[CH2:60][CH2:61][O:62][CH2:63][CH2:64]1.[OH2:65]>>[c:2]1(-[c:39]2[c:35]([CH3:34])[n:36][o:37][c:38]2[CH3:49])[n:3][cH:4][c:5]([O:32][CH3:33])[c:6]2[c:7]1[nH:8][cH:9][c:10]2[C:11]([C:12](=[O:13])[N:14]1[CH2:15][CH2:16][N:17]([c:20]2[n:21][n:22][n:23][n:24]2-[c:25]2[n:26][cH:27][cH:28][cH:29][cH:30]2)[CH2:18][CH2:19]1)=[O:31]. The reactants are COc1cnc(Br)c2[nH]cc(C(=O)C(=O)N3CCN(c4nnnn4-c4ccccn4)CC3)c12, O=C([O-])[O-], Cc1noc(C)c1B1OC(C)(C)C(C)(C)O1, CO, ClCCl, [Cs+], [Cs+], C1COCCO1, O. Starting materials: BrC=1C=C(C=O)C=C(C1O)OCC (3-Bromo-5-ethoxy-4-hydroxybenzaldehyde), CO (methanol), [H-].[Na+] (sodium hydride). Reagents/catalysts: [Cu]Cl (copper(I) chloride). Solvent: CN(C=O)C (dimethylformamide), C1CCOC1 (THF), C(C)(=O)OCC (ethyl acetate). Conditions: time 0.5 hour. Product: C(C)OC=1C=C(C=O)C=C(C1O)OC (3-Ethoxy-4-hydroxy-5-methoxybenzaldehyde). Isolated yield 61.0%. RXN SMILES: [H-].[Na+].[CH3:3][OH:4].Br[C:6]1[CH:7]=[C:8]([CH:11]=[C:12]([O:15][CH2:16][CH3:17])[C:13]=1[OH:14])[CH:9]=[O:10]>C1COCC1.CN(C)C=O.C(OCC)(=O)C.[Cu]Cl>[CH2:16]([O:15][C:12]1[CH:11]=[C:8]([CH:7]=[C:6]([O:4][CH3:3])[C:13]=1[OH:14])[CH:9]=[O:10])[CH3:17] |f:0.1|. Procedure details: To a suspension of sodium hydride (843 mg) in THF (5 mL) was added methanol (675 mg) under ice-cooling, and the mixture was stirred at room temperature for 0.5 hour. 3-Bromo-5-ethoxy-4-hydroxybenzaldehyde (1.29 g) in dimethylformamide (10 mL), and copper(I) chloride (31 mg) were added thereto, and the mixture was stirred at 120° C. for 4 hours under heating. The mixture was allowed to stand for cooling down to room temperature, diluted with ethyl acetate, washed with 1N hydrochloric acid, dried ...